Task: describe an organic reaction: reactants, conditions, products, and yield. Dataset: the Open Reaction Database (ORD), a public repository of structured organic reaction records Reactants: O=C([O-])[O-], CCCCc1nc(C)[nH]c(=O)c1Cc1ccc(-c2ccccc2C#N)cc1, CN(C)C=O, CCOC(C)=O, ClCc1cscn1, Cl, [K+], [K+]. Product: CCCCc1nc(C)n(Cc2cscn2)c(=O)c1Cc1ccc(-c2ccccc2C#N)cc1. RXN SMILES: [C:28](=[O:29])([O-:30])[O-:31].[CH2:1]([CH2:2][CH2:3][CH3:4])[c:5]1[n:6][c:7]([CH3:27])[nH:8][c:9](=[O:26])[c:10]1[CH2:11][c:12]1[cH:13][cH:14][c:15](-[c:18]2[c:19]([C:24]#[N:25])[cH:20][cH:21][cH:22][cH:23]2)[cH:16][cH:17]1.[CH3:42][N:43]([CH3:44])[CH:45]=[O:46].[CH3:47][CH2:48][O:49][C:50](=[O:51])[CH3:52].[Cl:35][CH2:36][c:37]1[n:38][cH:39][s:40][cH:41]1.[ClH:34].[K+:32].[K+:33]>>[CH2:1]([CH2:2][CH2:3][CH3:4])[c:5]1[n:6][c:7]([CH3:27])[n:8]([CH2:36][c:37]2[n:38][cH:39][s:40][cH:41]2)[c:9](=[O:26])[c:10]1[CH2:11][c:12]1[cH:13][cH:14][c:15](-[c:18]2[c:19]([C:24]#[N:25])[cH:20][cH:21][cH:22][cH:23]2)[cH:16][cH:17]1. The reactants are aqueous solution, C(C=C)(=O)N (acrylamide), 2-trimethylammoniumethylacrylate chloride, C(C)(C)(C)NC(C=C)=O (N-t-butylacrylamide). The solvent is C(C)(C)O (isopropanol). Run at temperature 75 celsius. Product: C(C)(C)(C)NC(C=C)=O.C(C=C)(=O)N (N-t-Butylacrylamide Acrylamide). Reaction SMILES: [C:1]([NH:5][C:6](=[O:9])[CH:7]=[CH2:8])([CH3:4])([CH3:3])[CH3:2].[C:10]([NH2:14])(=[O:13])[CH:11]=[CH2:12]>C(O)(C)C>[C:1]([NH:5][C:6](=[O:9])[CH:7]=[CH2:8])([CH3:4])([CH3:3])[CH3:2].[C:10]([NH2:14])(=[O:13])[CH:11]=[CH2:12] |f:3.4|. Reported procedure: To a 500 mL round-bottom, three-neck flask fitted with a thermocouple, reflux condenser, and septum was added 150 mL of isopropanol followed by 16.13 g of a 50% aqueous solution of 2-trimethylammoniumethylacrylate chloride, 8.06 g of N-t-butylacrylamide, and 8.06 g of acrylamide. The solution was purged with nitrogen for 1 hour and 0.5 g AIBN was added. The mixture was purged for ˜15 minutes until all of the AIBN dissolved. The solution was heated to 75° C. under nitrogen for 16 hours. Reactants: C(C)OC(=O)C=1C(C2=C(N(C1)CC)SC(=C2)C=NO)=O (4,7-dihydro-7-ethyl-2-hydroxyiminomethyl-4-oxo-thieno[2,3-b]pyridine-5-carboxylic acid ethyl ester), [OH-].[Na+] (sodium hydroxide). The solvent is CN(C=O)C (N,N-dimethylformamide). Run at time 1 hour. The product is C(C)N1C2=C(C(C(=C1)C(=O)O)=O)C=C(S2)C=NO (4,7-Dihydro-7-ethyl-2-hydroxyiminomethyl-4-oxo-thieno[2,3-b]pyridine-5-carboxylic acid). Isolated yield 80.0%. Reaction SMILES: C([O:3][C:4]([C:6]1[C:7](=[O:20])[C:8]2[CH:16]=[C:15]([CH:17]=[N:18][OH:19])[S:14][C:9]=2[N:10]([CH2:12][CH3:13])[CH:11]=1)=[O:5])C.[OH-].[Na+]>CN(C)C=O>[CH2:12]([N:10]1[CH:11]=[C:6]([C:4]([OH:5])=[O:3])[C:7](=[O:20])[C:8]2[CH:16]=[C:15]([CH:17]=[N:18][OH:19])[S:14][C:9]1=2)[CH3:13] |f:1.2|. Procedure: For 1 hour, 1 g of 4,7-dihydro-7-ethyl-2-hydroxyiminomethyl-4-oxo-thieno[2,3-b]pyridine-5-carboxylic acid ethyl ester was refluxed in 30 ml of 10%-sodium hydroxide. After cooling, the solution was filtered and acidified with 10%-hydrochloric acid. After filtration 4,7-dihydro-7-ethyl-2-hydroxyiminomethyl-4-oxo-thieno[2,3-b]pyridine-5-carboxylic acid was obtained in a yield of 80%. M.P.: 315°-317° C. (N,N-dimethylformamide).